From a dataset of the Open Reaction Database (ORD), a public repository of structured organic reaction records. describe an organic reaction: reactants, conditions, products, and yield Starting materials: C[O-], CO, COC(=O)c1cccc(-n2cccc2C=O)c1, Cl, NO, [Na+]. Product: COC(=O)c1cccc(-n2cccc2C=NO)c1. As a reaction SMILES: [CH3:21][O-:22].[CH3:24][OH:25].[CH:1](=[O:2])[c:3]1[n:4](-[c:8]2[cH:9][c:10]([C:11](=[O:12])[O:13][CH3:14])[cH:15][cH:16][cH:17]2)[cH:5][cH:6][cH:7]1.[ClH:18].[NH2:19][OH:20].[Na+:23]>>[CH:1]([c:3]1[n:4](-[c:8]2[cH:9][c:10]([C:11](=[O:12])[O:13][CH3:14])[cH:15][cH:16][cH:17]2)[cH:5][cH:6][cH:7]1)=[N:19][OH:20]. Run in O, CN(C)C=O, CCC1=CC(CC)=CC=C1, CC#N, O, Cc1ccccc1, CCc1cc(CC)cc(CC)c1. Reaction conditions: temperature 100 celsius, pressure 100 bar, time 1 minute. The yield is 24.2%. Yields the product CC(C=C1)=C(C2=CC=C(N=CC=C3)C3=C2)C4=C1N(C5OCCCC5)N=C4. Starting materials: F[B-](F)(C1=C(C)C=CC2=C1C=NN2C3CCCCO3)F.[K+], ClC1=CC=C2N=CC=CC2=C1. Reagents/catalysts: CC(C)(C)c1ccc(cc1)c2ccc(cc2)C(C)(C)C, CC(=O)[O-].CC(=O)[O-].[Pd+2]. The reactants are O (Water), COC(=O)C1=CC2=C(NC(C(O2)C)=O)C=C1 (7-methoxycarbonyl-2-methyl-3-oxo-3,4-dihydro-2H-1,4-benzoxazine), [H-].[Na+] (sodium hydride), C(C)I (ethyl iodide). Run in C(C)(=O)OCC (ethyl acetate), CN(C=O)C (dimethylformamide). Conditions: time 3 hour. Yields the product C(C)N1C(C(OC2=C1C=CC(=C2)C(=O)OC)C)=O (4-ethyl-7-methoxycarbonyl-2-methyl-3-oxo-3,4-dihydro-2H-1,4-benzoxazine). The yield is 79.0%. RXN SMILES: [CH3:1][O:2][C:3]([C:5]1[CH:16]=[CH:15][C:8]2[NH:9][C:10](=[O:14])[CH:11]([CH3:13])[O:12][C:7]=2[CH:6]=1)=[O:4].[H-].[Na+].[CH2:19](I)[CH3:20].O>CN(C)C=O.C(OCC)(=O)C>[CH2:19]([N:9]1[C:8]2[CH:15]=[CH:16][C:5]([C:3]([O:2][CH3:1])=[O:4])=[CH:6][C:7]=2[O:12][CH:11]([CH3:13])[C:10]1=[O:14])[CH3:20] |f:1.2|. Reported procedure: To a solution of 7-methoxycarbonyl-2-methyl-3-oxo-3,4-dihydro-2H-1,4-benzoxazine (prepared in Preparation 1) (1.00 g) in dimethylformamide (5 ml) were added 60% sodium hydride (in oil) (0.22 g) and ethyl iodide (0.78 g) and the mixture was stirred at room temperature for 3 hours. Water was added to the reaction solution and extraction with ethyl acetate was conducted. The solvent was distilled off under reduced pressure to give 4-ethyl-7-methoxycarbonyl-2-methyl-3-oxo-3,4-dihydro-2H-1,4-benzoxaz... Reactants: [Al+3], CN(C)C(=O)c1cccc(N)c1, [H-], [H-], [H-], [H-], [Li+], [Na+], C1CCOC1, [OH-], O. The product is CN(C)Cc1cccc(N)c1. As a reaction SMILES: [Al+3:2].[CH3:7][N:8]([C:9]([c:10]1[cH:11][c:12]([NH2:16])[cH:13][cH:14][cH:15]1)=[O:17])[CH3:18].[H-:1].[H-:4].[H-:5].[H-:6].[Li+:3].[Na+:21].[O:22]1[CH2:23][CH2:24][CH2:25][CH2:26]1.[OH-:20].[OH2:19]>>[CH3:7][N:8]([CH2:9][c:10]1[cH:11][c:12]([NH2:16])[cH:13][cH:14][cH:15]1)[CH3:18]. Reactants: CCN1CCN(c2nc(Br)cc3ccccc23)CC1, COc1ccc(CCBr)cc1, Cl, [Mg], [Na+], C1CCOC1, [OH-]. Yields the product CCN1CCN(c2nc(CCc3ccc(OC)cc3)cc3ccccc23)CC1, Cl. RXN SMILES: [CH2:13]([CH3:14])[N:15]1[CH2:16][CH2:17][N:18]([c:21]2[n:22][c:23]([Br:31])[cH:24][c:25]3[cH:26][cH:27][cH:28][cH:29][c:30]23)[CH2:19][CH2:20]1.[CH3:2][O:3][c:4]1[cH:5][cH:6][c:7]([CH2:8][CH2:9][Br:10])[cH:11][cH:12]1.[ClH:32].[Mg:1].[Na+:34].[O:35]1[CH2:36][CH2:37][CH2:38][CH2:39]1.[OH-:33]>>[CH3:2][O:3][c:4]1[cH:5][cH:6][c:7]([CH2:8][CH2:9][c:23]2[n:22][c:21]([N:18]3[CH2:17][CH2:16][N:15]([CH2:13][CH3:14])[CH2:20][CH2:19]3)[c:30]3[c:25]([cH:24]2)[cH:26][cH:27][cH:28][cH:29]3)[cH:11][cH:12]1.[ClH:32]. Reactants: CC(C)([O-])C.[Na+] (sodium tert-butoxide), C(C)(C)(C)P(C1=C(C=CC=C1)C1=CC=CC=C1)C(C)(C)C (2-(di-t-butylphosphino)biphenyl), C(C)(C)(C)OC(=O)N1CCNCC1 (tert-Butyl-1-piperazine carboxylate), ClC1=CC(=C(C=C1)C(F)(F)F)F (4-chloro-2-fluorobenzotrifluoride). The reagents and catalysts are C(C)(=O)[O-].[Pd+2].C(C)(=O)[O-] (palladium(II)acetate). The solvent is CCOCC (ether), C1(=CC=CC=C1)C (toluene). Reaction conditions: temperature 80 celsius. The product is C(C)(C)(C)OC(=O)N1CCN(CC1)C1=CC(=C(C=C1)C(F)(F)F)F (4-(3-Fluoro-4-trifluoromethyl-phenyl)-piperazine-1-carboxylic acid tert-butyl ester). The yield is 61.0%. RXN SMILES: CC(C)([O-])C.[Na+].C(P(C(C)(C)C)C1C=CC=CC=1C1C=CC=CC=1)(C)(C)C.[C:28]([O:32][C:33]([N:35]1[CH2:40][CH2:39][NH:38][CH2:37][CH2:36]1)=[O:34])([CH3:31])([CH3:30])[CH3:29].Cl[C:42]1[CH:47]=[CH:46][C:45]([C:48]([F:51])([F:50])[F:49])=[C:44]([F:52])[CH:43]=1>CCOCC.C([O-])(=O)C.[Pd+2].C([O-])(=O)C.C1(C)C=CC=CC=1>[C:28]([O:32][C:33]([N:35]1[CH2:40][CH2:39][N:38]([C:42]2[CH:47]=[CH:46][C:45]([C:48]([F:50])([F:51])[F:49])=[C:44]([F:52])[CH:43]=2)[CH2:37][CH2:36]1)=[O:34])([CH3:31])([CH3:29])[CH3:30] |f:0.1,6.7.8|. Procedure details: To a mixture of sodium tert-butoxide (0.68 g, 6.9 mmol), palladium(II)acetate (11 mg, 0.05 mmol), 2-(di-t-butylphosphino)biphenyl (149 mg, 0.49 mmol), tert-Butyl-1-piperazine carboxylate (1.1 g, 5.9 mmol) and 4-chloro-2-fluorobenzotrifluoride (1 g, 4.94 mmol) was added degazed toluene (10 ml). The mixture was heated to 80° C. overnight. The mixture was cool to room temperature, diluted with ether, filtered and the filtrate was concentrated in vacuo. The residue was chromatographed over silica ge...